Dataset: the Open Reaction Database (ORD), a public repository of structured organic reaction records. Task: describe an organic reaction: reactants, conditions, products, and yield As a reaction SMILES: [CH2:22]1[O:23][CH2:24][CH2:25][O:26][CH2:27]1.[ClH:28].[nH:1]1[cH:2][n:3][cH:4][c:5]1[CH:6]1[CH2:7][N:8]([C:12]([O:13][CH2:14][c:15]2[cH:16][cH:17][cH:18][cH:19][cH:20]2)=[O:21])[CH2:9][CH2:10][CH2:11]1>>[nH:1]1[cH:2][n:3][cH:4][c:5]1[CH:6]1[CH2:7][NH:8][CH2:9][CH2:10][CH2:11]1. The product is c1ncc(C2CCCNC2)[nH]1. The reactants are C1COCCO1, Cl, O=C(OCc1ccccc1)N1CCCC(c2cnc[nH]2)C1. Starting materials: CC=1C=C(CCl)C=CC1[N+](=O)[O-] (3-Methyl-4-nitrobenzyl chloride), FC(C(F)(F)SC1=NNC(=N1)C(F)(F)F)(C(F)(F)F)F (3-heptafluoropropylsulfanyl-5-trifluoromethyl-1H-(1,2,4)-triazole), C1COCCOCCOCCOCCOCCO1 (18-crown-6), C([O-])([O-])=O.[K+].[K+] (potassium carbonate). Reagents/catalysts: [I-].C(CCC)[N+](CCCC)(CCCC)CCCC (tetrabutylammonium iodide). The solvent is C(C)#N (acetonitrile), C(C)(=O)OCC (ethyl acetate). Yields the product FC(C(F)(F)SC1=NN(C(=N1)C(F)(F)F)CC1=CC(=C(C=C1)[N+](=O)[O-])C)(C(F)(F)F)F (3-heptafluoropropylsulfanyl-1-(3-methyl-4-nitrobenzyl)-5-trifluoromethyl-1H-(1,2,4)-triazole). The yield is 29.7%. RXN SMILES: [CH3:1][C:2]1[CH:3]=[C:4]([CH:7]=[CH:8][C:9]=1[N+:10]([O-:12])=[O:11])[CH2:5]Cl.[F:13][C:14]([F:32])([C:28]([F:31])([F:30])[F:29])[C:15]([S:18][C:19]1[N:23]=[C:22]([C:24]([F:27])([F:26])[F:25])[NH:21][N:20]=1)([F:17])[F:16].C1OCCOCCOCCOCCOCCOC1.C(=O)([O-])[O-].[K+].[K+]>[I-].C([N+](CCCC)(CCCC)CCCC)CCC.C(#N)C.C(OCC)(=O)C>[F:32][C:14]([F:13])([C:28]([F:29])([F:30])[F:31])[C:15]([S:18][C:19]1[N:23]=[C:22]([C:24]([F:25])([F:27])[F:26])[N:21]([CH2:5][C:4]2[CH:7]=[CH:8][C:9]([N+:10]([O-:12])=[O:11])=[C:2]([CH3:1])[CH:3]=2)[N:20]=1)([F:16])[F:17] |f:3.4.5,6.7|. Reported procedure: 3-Methyl-4-nitrobenzyl chloride (0.43 g), 3-heptafluoropropylsulfanyl-5-trifluoromethyl-1H-(1,2,4)-triazole (0.70 g), tetrabutylammonium iodide (0.09 g), 18-crown-6 (0.06 g) and potassium carbonate (0.48 g) were refluxed in acetonitrile (10 ml) for 2 hours. After cooling, the reaction solution was diluted with ethyl acetate and washed with water and saturated aqueous solution of sodium chloride. After drying the organic layer with magnesium sulfate, the solvent was distilled off under the reduce... Reagents/catalysts: [Cu]I (CuI). Yields the product CN(C1=CC(=NC(=C1)OC1=CC(=CC=C1)C(F)(F)F)OCC1=CSC=C1)C (4-dimethylamino-2-(3-thienylmethyloxy)-6-(meta-trifluoromethylphenoxy)pyridine). As a reaction SMILES: [F:1][C:2]([F:11])([F:10])[C:3]1[CH:4]=[C:5]([OH:9])[CH:6]=[CH:7][CH:8]=1.[H-].[Na+].Cl[C:15]1[CH:20]=[C:19]([N:21]([CH3:23])[CH3:22])[CH:18]=[C:17]([O:24][CH2:25][C:26]2[CH:30]=[CH:29][S:28][CH:27]=2)[N:16]=1>CN(C)C(=O)C.[Cu]I>[CH3:22][N:21]([CH3:23])[C:19]1[CH:20]=[C:15]([O:9][C:5]2[CH:6]=[CH:7][CH:8]=[C:3]([C:2]([F:10])([F:11])[F:1])[CH:4]=2)[N:16]=[C:17]([O:24][CH2:25][C:26]2[CH:30]=[CH:29][S:28][CH:27]=2)[CH:18]=1 |f:1.2|. The solvent is CN(C(C)=O)C (N,N-dimethylacetamide), CN(C(C)=O)C (N,N-dimethylacetamide). The reactants are FC(C=1C=C(C=CC1)O)(F)F (meta-trifluoromethylphenol), [H-].[Na+] (sodium hydride), resultant solution, ClC1=NC(=CC(=C1)N(C)C)OCC1=CSC=C1 (2-chloro-4-dimethylamino-6-(3-thienylmethyloxy)pyridine). Reported procedure: To a solution of meta-trifluoromethylphenol (1.27 g, 0.0020×4.0 mol) in 20 ml of dry N,N-dimethylacetamide, sodium hydride (0.313 g, (ca.60% in mineral oil), 0.0020×4.0 mol) was added. After the bubbling ceased, a solution of 2-chloro-4-dimethylamino-6-(3-thienylmethyloxy)pyridine (0.526 g, 0.0020 mol) in 20 ml of dry N,N-dimethylacetamide was added dropwise, then CuI (0.186 g, 0.0020×0.5 mol) was added thereto and the resultant solution was stirred for 24 hours at the temperature of 170° to 180...